Dataset: the Open Reaction Database (ORD), a public repository of structured organic reaction records. Task: describe an organic reaction: reactants, conditions, products, and yield The yield is 38.0%. Reaction conditions: temperature 0 celsius, time 2 hour. As a reaction SMILES: [OH:1][C:2]1[CH:10]=[C:9]([O:11][CH2:12][C:13]([F:19])([F:18])[C:14]([F:17])([F:16])[F:15])[CH:8]=[CH:7][C:3]=1[C:4]([OH:6])=[O:5].[CH3:20][C:21](OC(C)=O)=[O:22]>N1C=CC=CC=1>[C:21]([O:1][C:2]1[CH:10]=[C:9]([O:11][CH2:12][C:13]([F:18])([F:19])[C:14]([F:15])([F:16])[F:17])[CH:8]=[CH:7][C:3]=1[C:4]([OH:6])=[O:5])(=[O:22])[CH3:20]. Procedure details: A solution of 2-hydroxy-4-(2,2,3,3,3-pentafluoropropoxy)benzoic acid (obtained in example 6) (0.45 g, 1.6 mmol) in pyridine (3 mL) was cooled to 0° C. and Ac2O (0.25 mL) was added. The resulting mixture was stirred for 15 min at 0° C. and for 2 h at room temperature. The mixture was then concentrated and the residue was treated with H2O (10 mL) and stirred until precipitation (2 h). The solid was collected by filtration and was purified by chromatography on silica-gel using hexane-EtOAc mixtures... Run in N1=CC=CC=C1 (pyridine). Yields the product C(C)(=O)OC1=C(C(=O)O)C=CC(=C1)OCC(C(F)(F)F)(F)F (2-Acetoxy-4-(2.2,3,3,3-pentafluoropropoxy)benzoic acid). Starting materials: OC1=C(C(=O)O)C=CC(=C1)OCC(C(F)(F)F)(F)F (2-hydroxy-4-(2,2,3,3,3-pentafluoropropoxy)benzoic acid), CC(=O)OC(=O)C (Ac2O). The reactants are CC(C)(C)N, CCCCCC(=O)OCC, CC(C)O, O=C(O)C1C(=CCO)OC2CC(=O)N21, [K], O. Product: O=C([O-])C1C(=CCO)OC2CC(=O)N21, [K]. As a reaction SMILES: [C:1]([NH2:2])([CH3:3])([CH3:4])[CH3:5].[C:21]([O:22][CH2:23][CH3:24])(=[O:25])[CH2:26][CH2:27][CH2:28][CH2:29][CH3:30].[CH:32]([OH:33])([CH3:34])[CH3:35].[CH:6]12[CH2:7][C:8](=[O:9])[N:10]1[CH:11]([C:12]([OH:13])=[O:14])[C:15](=[CH:17][CH2:18][OH:19])[O:16]2.[K:31].[OH2:20]>>[CH:6]12[CH2:7][C:8](=[O:9])[N:10]1[CH:11]([C:12](=[O:13])[O-:14])[C:15](=[CH:17][CH2:18][OH:19])[O:16]2.[K:31]. The reactants are O=C(O)CCc1ccccc1, CN(C)C=O, O=C(Cl)C(=O)Cl. Product: O=C(O)CCc1ccccc1, [Cl-]. As a reaction SMILES: [C:1]([CH2:2][CH2:3][c:4]1[cH:5][cH:6][cH:7][cH:8][cH:9]1)(=[O:10])[OH:11].[CH3:18][N:19]([CH3:20])[CH:21]=[O:22].[Cl:12][C:13]([C:14]([Cl:15])=[O:16])=[O:17]>>[C:1]([CH2:2][CH2:3][c:4]1[cH:5][cH:6][cH:7][cH:8][cH:9]1)(=[O:10])[OH:11].[Cl-:12]. Starting materials: CC(=O)O, C1CCOC1, CN=C=O, Cc1cnc(C(=O)c2cc(N)ccc2Cl)c(NS(=O)(=O)c2ccc(Cl)c(C(F)(F)F)c2)c1. Product: CNC(=O)Nc1ccc(Cl)c(C(=O)c2ncc(C)cc2NS(=O)(=O)c2ccc(Cl)c(C(F)(F)F)c2)c1. Reaction SMILES: [C:42]([OH:43])(=[O:44])[CH3:45].[CH2:37]1[O:38][CH2:39][CH2:40][CH2:41]1.[CH3:1][N:2]=[C:3]=[O:4].[NH2:5][c:6]1[cH:7][cH:8][c:9]([Cl:36])[c:10]([C:11](=[O:12])[c:13]2[n:14][cH:15][c:16]([CH3:34])[cH:17][c:18]2[NH:19][S:20](=[O:21])(=[O:22])[c:23]2[cH:24][c:25]([C:30]([F:31])([F:32])[F:33])[c:26]([Cl:29])[cH:27][cH:28]2)[cH:35]1>>[CH3:1][NH:2][C:3](=[O:4])[NH:5][c:6]1[cH:7][cH:8][c:9]([Cl:36])[c:10]([C:11](=[O:12])[c:13]2[n:14][cH:15][c:16]([CH3:34])[cH:17][c:18]2[NH:19][S:20](=[O:21])(=[O:22])[c:23]2[cH:24][c:25]([C:30]([F:31])([F:32])[F:33])[c:26]([Cl:29])[cH:27][cH:28]2)[cH:35]1. Starting materials: C(CC)S (n-propylmercaptan), CC(C)([O-])C.[K+] (potassium t-butoxide), FC(N(S(=O)(=O)C1=C(C=CC=C1)Cl)C)F (N-difluoromethyl-N-methyl-2-chlorobenzenesulfonamide). Solvent: CN(C)C=O (DMF), CN(C)C=O (DMF). Run at time 2 day. The product is FC(N(S(=O)(=O)C1=C(C=CC=C1)SCCC)C)F (N-difluoromethyl-N-methyl-2-(n-propylthio)benzenesulfonamide). Reaction SMILES: [CH2:1]([SH:4])[CH2:2][CH3:3].CC(C)([O-])C.[K+].[F:11][CH:12]([F:25])[N:13]([CH3:24])[S:14]([C:17]1[CH:22]=[CH:21][CH:20]=[CH:19][C:18]=1Cl)(=[O:16])=[O:15]>CN(C=O)C>[F:11][CH:12]([F:25])[N:13]([CH3:24])[S:14]([C:17]1[CH:22]=[CH:21][CH:20]=[CH:19][C:18]=1[S:4][CH2:1][CH2:2][CH3:3])(=[O:16])=[O:15] |f:1.2|. Procedure: To a mixture of 14.62 ml of n-propylmercaptan, 16.3 g of potassium t-butoxide and 400 ml of DMF at 0° C. was added 27.45 g (0.1076 mole) of N-difluoromethyl-N-methyl-2-chlorobenzenesulfonamide in 100 ml of DMF. The reaction mixture was stirred at room temperature for 2 days and then at 60° C. for 4 hours. The mixture was then concentrated and the residue was partitioned between 1N HCl solution and methylene chloride. The organic layer was separated, dried over MgSO4, and concentrated. The residu... The yield is 77.2%. Procedure details: This compound was prepared according to the method of Example 55, using 128 mg (0.437 mmol, 1.0 equiv) 6-bromo-1-cyclopentyl-3-ethyl-1H-indazole and 75 mg (0.612 mmol, 1.4 equiv) phenyl boronic acid as starting materials, to give 98 mg (77%) of white crystals: mp 72-74° C.; Anal. calcd for C20H22N2: C, 82.77; H, 7.64; N, 9.65. Found: C, 81.95; H, 7.82; N, 9.75. The product is C1(CCCC1)N1N=C(C2=CC=C(C=C12)C1=CC=CC=C1)CC (1-Cyclopentyl-3-ethyl-6-phenyl-1H-indazole). Reactants: BrC1=CC=C2C(=NN(C2=C1)C1CCCC1)CC (6-bromo-1-cyclopentyl-3-ethyl-1H-indazole), C1(=CC=CC=C1)B(O)O (phenyl boronic acid). As a reaction SMILES: Br[C:2]1[CH:10]=[C:9]2[C:5]([C:6]([CH2:16][CH3:17])=[N:7][N:8]2[CH:11]2[CH2:15][CH2:14][CH2:13][CH2:12]2)=[CH:4][CH:3]=1.[C:18]1(B(O)O)[CH:23]=[CH:22][CH:21]=[CH:20][CH:19]=1>>[CH:11]1([N:8]2[C:9]3[C:5](=[CH:4][CH:3]=[C:2]([C:18]4[CH:23]=[CH:22][CH:21]=[CH:20][CH:19]=4)[CH:10]=3)[C:6]([CH2:16][CH3:17])=[N:7]2)[CH2:15][CH2:14][CH2:13][CH2:12]1. Starting materials: [C-]#N.[K+] (potassium cyanide), C1COCCOCCOCCOCCOCCO1 (18-Crown-6), BrCCC1CCCC2=C(C=CC=C12)OCC(=O)OC (methyl [1-(2-bromoethyl)-1,2,3,4-tetrahydronaphthalen-5-yloxy]acetate), C(CCC)P(CCCC)CCCC (tributylphosphine). Run in C(C)#N (acetonitrile), C(Cl)(Cl)(Cl)Cl (carbon tetrachloride), CCOCC (ether), C(C)#N (acetonitrile), C(C)#N (acetonitrile). Run at time 15 minute. Yields the product C(#N)CCC1CCCC2=C(C=CC=C12)OCC(=O)OC (Methyl [1-(2-cyanoethyl)-1,2,3,4-tetrahydronaphthalen-5-yloxy]acetate). Isolated yield 70.5%. As a reaction SMILES: [C-:1]#[N:2].[K+].C1OCCOCCOCCOCCOCCOC1.Br[CH2:23][CH2:24][CH:25]1[C:34]2[C:29](=[C:30]([O:35][CH2:36][C:37]([O:39][CH3:40])=[O:38])[CH:31]=[CH:32][CH:33]=2)[CH2:28][CH2:27][CH2:26]1.C(P(CCCC)CCCC)CCC>C(#N)C.CCOCC.C(Cl)(Cl)(Cl)Cl>[C:1]([CH2:23][CH2:24][CH:25]1[C:34]2[C:29](=[C:30]([O:35][CH2:36][C:37]([O:39][CH3:40])=[O:38])[CH:31]=[CH:32][CH:33]=2)[CH2:28][CH2:27][CH2:26]1)#[N:2] |f:0.1|. Procedure: A mixture of potassium cyanide (1.16 g) and 18-Crown-6 (registered trade mark, 236 mg) in acetonitrile (18 ml) was stirred for 15 min under an atmosphere of argon. To the mixture was added a solution of methyl [1-(2-bromoethyl)-1,2,3,4-tetrahydronaphthalen-5-yloxy]acetate (2.92 g) and tributylphosphine (1.99 g) in acetonitrile (10 ml). To the mixture was added dropwise a solution of carbon tetrachloride (0.95 ml) in acetonitrile (10 ml) under cooling with ice. The mixture was stirred overnight a...